From a dataset of the Open Reaction Database (ORD), a public repository of structured organic reaction records. describe an organic reaction: reactants, conditions, products, and yield RXN SMILES: [N:1]1([CH2:6][c:7]2[cH:8][c:9]([O:13][CH2:14][CH:15]=[CH:16][CH2:17][NH2:18])[n:10][cH:11][cH:12]2)[CH2:2][CH2:3][CH2:4][CH2:5]1.[nH:19]1[n:20][cH:21][c:22]([C:24](=[O:25])[OH:26])[cH:23]1>>[N:1]1([CH2:6][c:7]2[cH:8][c:9]([O:13][CH2:14][CH:15]=[CH:16][CH2:17][NH:18][C:24]([c:22]3[cH:21][nH:20][n:19][cH:23]3)=[O:25])[n:10][cH:11][cH:12]2)[CH2:2][CH2:3][CH2:4][CH2:5]1. The product is O=C(NCC=CCOc1cc(CN2CCCC2)ccn1)c1cn[nH]c1. Starting materials: NCC=CCOc1cc(CN2CCCC2)ccn1, O=C(O)c1cn[nH]c1. The reactants are Cl (Hydrogen chloride), C(C)(C)(C)OC(NCCC1=CC=C(C=C1)O)=O (tert-butyl[2-(4-hydroxyphenyl)ethyl]carbamate), Cl (hydrochloric acid), C1(=CC=CC=C1)P(C1=CC=CC=C1)C1=CC=CC=C1 (triphenylphosphine), N(=N\C(=O)OC(C)(C)C)/C(=O)OC(C)(C)C (di-tert-butyl(E)-diazene-1,2-dicarboxylate), C(C1=CC=CC=C1)OC1=C(C=C(C=C1)CCO)[C@H](CCN(C(C)C)C(C)C)C1=CC=CC=C1 (2-{4-(benzyloxy)-3-[(1R)-3-(diisopropylamino)-1-phenylpropyl]phenyl}ethanol). Run in O1CCCC1 (tetrahydrofuran). Reaction conditions: time 20 minute. The product is N (ammonia), NCCC1=CC=C(OCCC=2C=CC(=C(C2)[C@H](CCN(C(C)C)C(C)C)C2=CC=CC=C2)OCC2=CC=CC=C2)C=C1 ((3R)-3-[5-{2-[4-(2-aminoethyl)phenoxy]ethyl}-2-(benzyloxy)phenyl]-N,N-diisopropyl-3-phenylpropan-1-amine). RXN SMILES: [CH2:1]([O:8][C:9]1[CH:14]=[CH:13][C:12]([CH2:15][CH2:16][OH:17])=[CH:11][C:10]=1[C@@H:18]([C:28]1[CH:33]=[CH:32][CH:31]=[CH:30][CH:29]=1)[CH2:19][CH2:20][N:21]([CH:25]([CH3:27])[CH3:26])[CH:22]([CH3:24])[CH3:23])[C:2]1[CH:7]=[CH:6][CH:5]=[CH:4][CH:3]=1.C1(P(C2C=CC=CC=2)C2C=CC=CC=2)C=CC=CC=1.N(/C(OC(C)(C)C)=O)=N\C(OC(C)(C)C)=O.C(OC(=O)[NH:75][CH2:76][CH2:77][C:78]1[CH:83]=[CH:82][C:81](O)=[CH:80][CH:79]=1)(C)(C)C.Cl>O1CCCC1>[NH3:21].[NH2:75][CH2:76][CH2:77][C:78]1[CH:83]=[CH:82][C:81]([O:17][CH2:16][CH2:15][C:12]2[CH:13]=[CH:14][C:9]([O:8][CH2:1][C:2]3[CH:3]=[CH:4][CH:5]=[CH:6][CH:7]=3)=[C:10]([C@@H:18]([C:28]3[CH:29]=[CH:30][CH:31]=[CH:32][CH:33]=3)[CH2:19][CH2:20][N:21]([CH:25]([CH3:26])[CH3:27])[CH:22]([CH3:23])[CH3:24])[CH:11]=2)=[CH:80][CH:79]=1. Procedure: 2-{4-(benzyloxy)-3-[(1R)-3-(diisopropylamino)-1-phenylpropyl]phenyl}ethanol (Prepared according to WO9843942, 390 mg, 0.88 mmol) was dissolved in tetrahydrofuran (6 ml), triphenylphosphine (344 mg, 1.31 mmol) then di-tert-butyl(E)-diazene-1,2-dicarboxylate (265 mg, 1.31 mmol) was added and the mixture was stirred for 20 minutes. tert-butyl[2-(4-hydroxyphenyl)ethyl]carbamate (Prepared according to WO2004/020415, 311 mg, 1.31 mmol) was then added and the reaction was stirred over night. Hydrogen c... Reactants: BrCCBr, O=C([O-])[O-], CCOC(=O)Cc1nc(C)cs1, Cl, [Cs+], [Cs+], CN(C)C=O. The product is CCOC(=O)C1(c2nc(C)cs2)CC1. Reaction SMILES: [Br:13][CH2:14][CH2:15][Br:16].[C:17](=[O:18])([O-:19])[O-:20].[CH3:1][c:2]1[n:3][c:4]([CH2:7][C:8](=[O:9])[O:10][CH2:11][CH3:12])[s:5][cH:6]1.[ClH:23].[Cs+:21].[Cs+:22].[O:24]=[CH:25][N:26]([CH3:27])[CH3:28]>>[CH3:1][c:2]1[n:3][c:4]([C:7]2([C:8](=[O:9])[O:10][CH2:11][CH3:12])[CH2:14][CH2:15]2)[s:5][cH:6]1. RXN SMILES: [N+:1]([C:4]1[CH:5]=[CH:6][C:7]2[S:11][CH:10]=[CH:9][C:8]=2[CH:12]=1)([O-])=O.[CH3:13][S:14](Cl)(=[O:16])=[O:15]>C(O)C.[Pd]>[CH3:13][S:14]([NH:1][C:4]1[CH:5]=[CH:6][C:7]2[S:11][CH:10]=[CH:9][C:8]=2[CH:12]=1)(=[O:16])=[O:15]. Yields the product CS(=O)(=O)NC=1C=CC2=C(C=CS2)C1 (5-methanesulfonamidobenzothiophene). The yield is 27.3%. Procedure details: A solution of 5.00 g (0.028 mol) of 5-nitrobenzothiophene (Bordwell, J. Am. Chem. Soc., 77, 5939 (1955)) in 175 mL of ethanol was hydrogenated at 50 psi over 0.5 g of 10% Pd/c for 1.5 hours. The catalyst was removed by filtration, and the solvent was removed under reduced pressure. The residue, 4.39 g, was dissolved in a mixture of 8.4 g of pyridine and 50 mL of methylene chloride. The solution, treated with 3.45 g (0.03 mol) of methanesulfonyl chloride, was stirred overnight at room temperature... Run in C(C)O (ethanol). Reagents/catalysts: [Pd] (Pd). Reactants: [N+](=O)([O-])C=1C=CC2=C(C=CS2)C1 (5-nitrobenzothiophene), CS(=O)(=O)Cl (methanesulfonyl chloride). Conditions: time 8 hour. The reactants are NC1=C2CCN(CC2=CC=C1)C (5-amino-2-methyl-1,2,3,4-tetrahydroisoquinoline), C(CCC)C1=CC(=C(C(=O)O)C=C1Cl)OC (4-n-butyl-2-methoxy-5-chlorobenzoic acid). Yields the product Cl.CN1CC2=CC=CC(=C2CC1)NC(C1=C(C=C(C(=C1)Cl)CCCC)OC)=O (N-(2-Methyl-1,2,3,4-tetrahydroisoquinolin-5-yl)-4-n-butyl-2-methoxy-5-chloro-benzamide, Hydrochloride). Reaction SMILES: [NH2:1][C:2]1[CH:11]=[CH:10][CH:9]=[C:8]2[C:3]=1[CH2:4][CH2:5][N:6]([CH3:12])[CH2:7]2.[CH2:13]([C:17]1[C:25]([Cl:26])=[CH:24][C:20]([C:21](O)=[O:22])=[C:19]([O:27][CH3:28])[CH:18]=1)[CH2:14][CH2:15][CH3:16]>>[ClH:26].[CH3:12][N:6]1[CH2:5][CH2:4][C:3]2[C:8](=[CH:9][CH:10]=[CH:11][C:2]=2[NH:1][C:21](=[O:22])[C:20]2[CH:24]=[C:25]([Cl:26])[C:17]([CH2:13][CH2:14][CH2:15][CH3:16])=[CH:18][C:19]=2[O:27][CH3:28])[CH2:7]1 |f:2.3|. Reported procedure: The title compound was prepared in a similar manner to Example 1 from 5-amino-2-methyl-1,2,3,4-tetrahydroisoquinoline and 4-n-butyl-2-methoxy-5-chlorobenzoic acid.